From a dataset of the Open Reaction Database (ORD), a public repository of structured organic reaction records. describe an organic reaction: reactants, conditions, products, and yield Reactants: COc1cccc(C)c1-n1cc(C(F)(F)F)cn1, O. Yields the product COc1cc(O)cc(C)c1-n1cc(C(F)(F)F)cn1. Reaction SMILES: [CH3:1][O:2][c:3]1[c:4](-[n:10]2[n:11][cH:12][c:13]([C:15]([F:16])([F:17])[F:18])[cH:14]2)[c:5]([CH3:9])[cH:6][cH:7][cH:8]1.[OH2:19]>>[CH3:1][O:2][c:3]1[c:4](-[n:10]2[n:11][cH:12][c:13]([C:15]([F:16])([F:17])[F:18])[cH:14]2)[c:5]([CH3:9])[cH:6][c:7]([OH:19])[cH:8]1.